Dataset: the Open Reaction Database (ORD), a public repository of structured organic reaction records. Task: describe an organic reaction: reactants, conditions, products, and yield Reactants: O=C([O-])[O-], CN(C)C=O, CC(C)c1onc(-c2c(Cl)cccc2Cl)c1CCl, [Cs+], [Cs+], CCOC(=O)c1ccc2cc(-c3ccc(O)cc3)c(F)cc2n1, O. Yields the product CCOC(=O)c1ccc2cc(-c3ccc(OCc4c(-c5c(Cl)cccc5Cl)noc4C(C)C)cc3)c(F)cc2n1. Reaction SMILES: [C:1](=[O:2])([O-:3])[O-:4].[CH3:49][N:50]([CH3:51])[CH:52]=[O:53].[Cl:30][CH2:31][c:32]1[c:33](-[c:40]2[c:41]([Cl:47])[cH:42][cH:43][cH:44][c:45]2[Cl:46])[n:34][o:35][c:36]1[CH:37]([CH3:38])[CH3:39].[Cs+:5].[Cs+:6].[F:7][c:8]1[c:9](-[c:23]2[cH:24][cH:25][c:26]([OH:29])[cH:27][cH:28]2)[cH:10][c:11]2[cH:12][cH:13][c:14]([C:18](=[O:19])[O:20][CH2:21][CH3:22])[n:15][c:16]2[cH:17]1.[OH2:48]>>[F:7][c:8]1[c:9](-[c:23]2[cH:24][cH:25][c:26]([O:29][CH2:31][c:32]3[c:33](-[c:40]4[c:41]([Cl:47])[cH:42][cH:43][cH:44][c:45]4[Cl:46])[n:34][o:35][c:36]3[CH:37]([CH3:38])[CH3:39])[cH:27][cH:28]2)[cH:10][c:11]2[cH:12][cH:13][c:14]([C:18](=[O:19])[O:20][CH2:21][CH3:22])[n:15][c:16]2[cH:17]1. Run in CN(C)C=O (DMF). Yields the product NC1=CC=C(C=C1)C1=CC=C(C=C1)S(=O)(=O)N1C2C(CC1C(=O)O)CCC2 (1-(4′-Aminobiphenyl-4-sulfonyl)octahydrocyclopenta[b]pyrrole-2-carboxylic acid). Starting materials: [N+](=O)([O-])C1=CC=C(C=C1)C1=CC=C(C=C1)S(=O)(=O)N1C2C(CC1C(=O)O)CCC2 (1-(4′-nitrobiphenyl-4-sulfonyl)octahydrocyclopenta[b]pyrrole-2-carboxylic acid), C (charcoal). Reagents/catalysts: [Pd] (Pd). Procedure details: 1 g of 1-(4′-nitrobiphenyl-4-sulfonyl)octahydrocyclopenta[b]pyrrole-2-carboxylic acid (27) was dissolved in 15 ml of DMF, after which 0.1 g of hydrogenation catalyst (10% Pd on active charcoal) was added and the starting compound was quantitatively hydrogenated within 2 h. After the solvent had been removed, the crude product was purified chromatographically. Conditions: time 2 hour. RXN SMILES: [N+:1]([C:4]1[CH:9]=[CH:8][C:7]([C:10]2[CH:15]=[CH:14][C:13]([S:16]([N:19]3[CH:23]([C:24]([OH:26])=[O:25])[CH2:22][CH:21]4[CH2:27][CH2:28][CH2:29][CH:20]34)(=[O:18])=[O:17])=[CH:12][CH:11]=2)=[CH:6][CH:5]=1)([O-])=O.C>CN(C=O)C.[Pd]>[NH2:1][C:4]1[CH:9]=[CH:8][C:7]([C:10]2[CH:11]=[CH:12][C:13]([S:16]([N:19]3[CH:23]([C:24]([OH:26])=[O:25])[CH2:22][CH:21]4[CH2:27][CH2:28][CH2:29][CH:20]34)(=[O:18])=[O:17])=[CH:14][CH:15]=2)=[CH:6][CH:5]=1. The reactants are NC1=C(C(=O)O)C=CC(=C1)Br (2-amino-4-bromo-benzoic acid), NC(=O)N (urea). Solvent: O (water). Run at temperature 195 celsius, time 3 hour. The product is BrC1=CC=C2C(NC(NC2=C1)=O)=O (7-Bromo-1H-quinazoline-2,4-dione). The yield is 89.6%. Reaction SMILES: [NH2:1][C:2]1[CH:10]=[C:9]([Br:11])[CH:8]=[CH:7][C:3]=1[C:4](O)=[O:5].[NH2:12][C:13](N)=[O:14]>O>[Br:11][C:9]1[CH:10]=[C:2]2[C:3]([C:4](=[O:5])[NH:12][C:13](=[O:14])[NH:1]2)=[CH:7][CH:8]=1. Procedure details: To a 250 mL round bottom flask, 2-amino-4-bromo-benzoic acid (10 g, 0.0463 mol) and urea (27.78 g, 0.4629 mol) were added. The reaction mixture was stirred at 195° C. for 3 h. The reaction mixture was allowed to reach 80° C. and water was added. The aqueous reaction mixture was stirred at 80° C. for 5-10 min then allowed to reach room temperature. The solid was filtered, dried and azeotroped with toluene to afford the title compound [10 g, 90%]. This material was taken to the next step without a...